From a dataset of the Open Reaction Database (ORD), a public repository of structured organic reaction records. describe an organic reaction: reactants, conditions, products, and yield The reactants are Cc1cc(C(=O)O)cc(Cl)n1, CCCNC. The reagents and catalysts are [B-](F)(F)(F)F.CN(C)C(=[N+](C)C)ON1C=CC=CC1=O (TPTU), CCN(C(C)C)C(C)C (DIPEA), C1=CC=C2C(=C1)N=NN2O (HOBt). Solvent: CN(C)C=O (DMF), CN(C)C=O (DMF), CN(C)C=O (DMF), CN(C)C=O (DMF), CN(C)C=O (DMF), CN(C)C=O (DMF). Reaction conditions: temperature 25 celsius, time 2 hour. The product is CCCN(C)C(=O)c1cc(C)nc(Cl)c1. Yield: 30.1%. Reaction SMILES: CCCNC.Cc1cc(C(=O)O)cc(Cl)n1.[B-](F)(F)(F)F.CN(C)C(=[N+](C)C)ON1C=CC=CC1=O.C1=CC=C2C(=C1)N=NN2O.CCN(C(C)C)C(C)C.CN(C)C=O>>CCCN(C)C(=O)c1cc(C)nc(Cl)c1.